Dataset: the Open Reaction Database (ORD), a public repository of structured organic reaction records. Task: describe an organic reaction: reactants, conditions, products, and yield Reactants: C1CCOC1, [Li]CCCC, ClCCl, O=Cc1ccc([N+](=O)[O-])cc1, CCCCCC[N+](=O)[O-]. The product is CCCCCC(C(O)c1ccc([N+](=O)[O-])cc1)[N+](=O)[O-]. Reaction SMILES: [CH2:26]1[O:27][CH2:28][CH2:29][CH2:30]1.[CH3:1][CH2:2][CH2:3][CH2:4][Li:5].[Cl:31][CH2:32][Cl:33].[N+:15](=[O:16])([O-:17])[c:18]1[cH:19][cH:20][c:21]([CH:22]=[O:23])[cH:24][cH:25]1.[N+:6](=[O:7])([O-:8])[CH2:9][CH2:10][CH2:11][CH2:12][CH2:13][CH3:14]>>[N+:6](=[O:7])([O-:8])[CH:9]([CH2:10][CH2:11][CH2:12][CH2:13][CH3:14])[CH:22]([c:21]1[cH:20][cH:19][c:18]([N+:15](=[O:16])[O-:17])[cH:25][cH:24]1)[OH:23]. The reactants are CS(=O)(=O)OCCOC1=C(C=CC=C1)OC(C)C (2-[2-(prop-2-yloxy)phenoxy]ethyl methanesulfonate), ClC=1C=C2C(=CNC2=CC1)CC(C)(C)N ([2- (5-chloro-1H-indol-3-yl)-1,1-dimethylethyl]amine), N1C=C(C2=CC=CC=C12)CC(C)(C)N ([2-(1H-indol-3-yl)-1,1-dimethylethyl]amine). Yields the product Cl.N1C=C(C2=CC=CC=C12)CC(C)(C)NCCOC1=C(C=CC=C1)OC(C)C ([2-(1H-indol-3-yl)-1,1-dimethylethyl]{2- [2-(prop-2-yloxy)phenoxy]ethyl}amine hydrochloride). Reaction SMILES: CS(O[CH2:6][CH2:7][O:8][C:9]1[CH:14]=[CH:13][CH:12]=[CH:11][C:10]=1[O:15][CH:16]([CH3:18])[CH3:17])(=O)=O.[Cl:19][C:20]1[CH:21]=[C:22]2[C:26](=[CH:27][CH:28]=1)[NH:25][CH:24]=[C:23]2[CH2:29][C:30]([NH2:33])([CH3:32])[CH3:31].N1C2C(=CC=CC=2)C(CC(N)(C)C)=C1>>[ClH:19].[NH:25]1[C:26]2[C:22](=[CH:21][CH:20]=[CH:28][CH:27]=2)[C:23]([CH2:29][C:30]([NH:33][CH2:6][CH2:7][O:8][C:9]2[CH:14]=[CH:13][CH:12]=[CH:11][C:10]=2[O:15][CH:16]([CH3:17])[CH3:18])([CH3:31])[CH3:32])=[CH:24]1 |f:3.4|. Procedure: Proceeding as in Example 3, but replacing 2-(cyclopropylmethyloxy)phenoxyethyl methanesulfonate with 2-[2-(prop-2-yloxy)phenoxy]ethyl methanesulfonate and [2- (5-chloro-1H-indol-3-yl)-1,1-dimethylethyl]amine with [2-(1H-indol-3-yl)-1,1-dimethylethyl]amine, gave [2-(1H-indol-3-yl)-1,1-dimethylethyl]{2- [2-(prop-2-yloxy)phenoxy]ethyl}amine hydrochloride, m.p. 164°-166° C. The reactants are CCCCN=C=S, ClCCl, Nc1ccccc1N1CCOCC1. Product: CCCCNC(=S)Nc1ccccc1N1CCOCC1. As a reaction SMILES: [CH2:14]([CH2:15][CH2:16][CH3:17])[N:18]=[C:19]=[S:20].[Cl:21][CH2:22][Cl:23].[NH2:1][c:2]1[c:3]([N:8]2[CH2:9][CH2:10][O:11][CH2:12][CH2:13]2)[cH:4][cH:5][cH:6][cH:7]1>>[NH:1]([c:2]1[c:3]([N:8]2[CH2:9][CH2:10][O:11][CH2:12][CH2:13]2)[cH:4][cH:5][cH:6][cH:7]1)[C:19]([NH:18][CH2:14][CH2:15][CH2:16][CH3:17])=[S:20]. The product is COC=C(C(=O)OC)c1ccccc1CBr. RXN SMILES: [Br:16][N:17]1[C:18](=[O:19])[CH2:20][CH2:21][C:22]1=[O:23].[CH3:1][c:2]1[c:3]([C:8]([C:9](=[O:10])[O:11][CH3:12])=[CH:13][O:14][CH3:15])[cH:4][cH:5][cH:6][cH:7]1.[Cl:43][C:44]([Cl:45])([Cl:46])[Cl:47].[N:24]([C:25]([CH3:26])([CH3:27])[C:28]#[N:29])=[N:30][C:31]([CH3:32])([CH3:33])[C:34]#[N:35].[O:36]=[C:37]1[NH:38][C:39](=[O:40])[CH2:41][CH2:42]1>>[CH2:1]([c:2]1[c:3]([C:8]([C:9](=[O:10])[O:11][CH3:12])=[CH:13][O:14][CH3:15])[cH:4][cH:5][cH:6][cH:7]1)[Br:16]. Starting materials: O=C1CCC(=O)N1Br, COC=C(C(=O)OC)c1ccccc1C, ClC(Cl)(Cl)Cl, CC(C)(C#N)N=NC(C)(C)C#N, O=C1CCC(=O)N1. Starting materials: OC1=CC=C(C=C1)B(O)O (4-hydroxy-phenyl boronic acid), C(=O)([O-])[O-].[Na+].[Na+] (Na2CO3), BrC1=C2/C(/C(NC2=CC=C1)=O)=C/C=1NC=CC1OC ((Z)-4-bromo-1,3-dihydro-3-[(3-methoxy-1H-pyrrol-2-yl)methylene]-2H-indol-2-one), BrC1=C2/C(/C(NC2=CC=C1)=O)=C/C=1NC=CC1OC ((Z)-4-bromo-1,3-dihydro-3-[(3-methoxy-1H-pyrrol-2-yl)methylene]-2H-indol-2-one). Reagents/catalysts: C=1C=CC(=CC1)[P](C=2C=CC=CC2)(C=3C=CC=CC3)[Pd]([P](C=4C=CC=CC4)(C=5C=CC=CC5)C=6C=CC=CC6)([P](C=7C=CC=CC7)(C=8C=CC=CC8)C=9C=CC=CC9)[P](C=1C=CC=CC1)(C=1C=CC=CC1)C=1C=CC=CC1 ((Ph3P)4Pd). Solvent: COCCOC (DME). The product is OC1=CC=C(C=C1)C1=C2/C(/C(NC2=CC=C1)=O)=C/C=1NC=CC1OC ((Z)-1,3-dihydro-4-(4-hydroxyphenyl)-3-[(3-methoxy-1H-pyrrol-2-yl)methylene]-2H-indol-2-one). Yield: 38.4%. RXN SMILES: [OH:1][C:2]1[CH:7]=[CH:6][C:5](B(O)O)=[CH:4][CH:3]=1.Br[C:12]1[CH:20]=[CH:19][CH:18]=[C:17]2[C:13]=1/[C:14](=[CH:22]/[C:23]1[NH:24][CH:25]=[CH:26][C:27]=1[O:28][CH3:29])/[C:15](=[O:21])[NH:16]2.C([O-])([O-])=O.[Na+].[Na+]>C1C=CC([P]([Pd]([P](C2C=CC=CC=2)(C2C=CC=CC=2)C2C=CC=CC=2)([P](C2C=CC=CC=2)(C2C=CC=CC=2)C2C=CC=CC=2)[P](C2C=CC=CC=2)(C2C=CC=CC=2)C2C=CC=CC=2)(C2C=CC=CC=2)C2C=CC=CC=2)=CC=1.COCCOC>[OH:1][C:2]1[CH:7]=[CH:6][C:5]([C:12]2[CH:20]=[CH:19][CH:18]=[C:17]3[C:13]=2/[C:14](=[CH:22]/[C:23]2[NH:24][CH:25]=[CH:26][C:27]=2[O:28][CH3:29])/[C:15](=[O:21])[NH:16]3)=[CH:4][CH:3]=1 |f:2.3.4,^1:39,41,60,79|. Procedure: In accordance with Method S above, 4-hydroxy-phenyl boronic acid (96.6 mg, 0.70 mmol) (see Gilman, supra) was coupled with (Z)-4-bromo-1,3-dihydro-3-[(3-methoxy-1H-pyrrol-2-yl)methylene]-2H-indol-2-one (150 mg, 0.47 mmol) (Starting Material 7) using (Ph3P)4Pd (27 mg) (Aldrich) as catalyst in aqueous 2M Na2CO3 (0.47 mL, 0.94 mmol) and DME (10 mL) at reflux for 2 days to give (Z)-1,3-dihydro-4-(4-hydroxyphenyl)-3-[(3-methoxy-1H-pyrrol-2-yl)methylene]-2H-indol-2-one (yield: 60 mg, 73%, based on 70 ... The product is C(C)OP(OCC)(=O)C(Cl)Cl (dichloromethane-phosphonic acid diethyl ester). Starting materials: CC[O-].[Na+] (sodium ethylate), ClC(P(=O)(Cl)Cl)Cl (dichloromethane-phosphonic acid dichloride), C(C)O (ethanol). The yield is 78.0%. Run in C1(=CC=CC=C1)C (toluene). Procedure: 153.5 g (2.26 mol) of sodium ethylate in 800 ml of ethanol were added dropwise, at 5°-10° C., to a solution of 227.5 g (1.13 mol) of dichloromethane-phosphonic acid dichloride in 800 ml of toluene. The mixture was subsequently stirred at 20° C. for 5 hours. It was then filtered, the filtrate was concentrated and the residue was subjected to fractional distillation. 195 g (78% of theory) of dichloromethane-phosphonic acid diethyl ester were obtained in the form of a colorless oil of boiling point... As a reaction SMILES: [CH3:1][CH2:2][O-:3].[Na+].[Cl:5][CH:6]([Cl:11])[P:7](Cl)(Cl)=[O:8].[CH2:12]([OH:14])[CH3:13]>C1(C)C=CC=CC=1>[CH2:2]([O:3][P:7]([CH:6]([Cl:11])[Cl:5])(=[O:8])[O:14][CH2:12][CH3:13])[CH3:1] |f:0.1|. Reaction conditions: temperature 20 celsius, time 5 hour.